Dataset: the Open Reaction Database (ORD), a public repository of structured organic reaction records. Task: describe an organic reaction: reactants, conditions, products, and yield Starting materials: BrC[C@@H](OC1OCCCC1)C ((1S)-2-(2-bromo-1-methylethoxy)tetrahydro-2H-pyran), BrC[C@H](C)O ((2S)-1-bromo-2-propanol), 3,4-dihydro-211-pyran. Run in C(C)(=O)O (acetic acid), ClCCl (dichloromethane). The product is BrC[C@H](C)O ((2S)-l-bromo-2-propanol), C1[C@H](C)O1 ((S)-propylene oxide), Br (hydrogen bromide). Reaction SMILES: [Br:1][CH2:2][C@H:3]([CH3:11])[O:4]C1C[CH2:9][CH2:8][CH2:7][O:6]1.[Br:12]C[C@@H](O)C>ClCCl.C(O)(=O)C>[Br:1][CH2:2][C@@H:3]([OH:4])[CH3:11].[CH2:7]1[O:6][C@H:8]1[CH3:9].[BrH:12]. Procedure details: The manner in which optically active forms of arylmethoxy aliphatic amines, such as (2S)-N-methyl-1-[(3-aminophenyl)methoxy]-propan-2-amine type compounds, are providcd can vary. In one approach, a 3-aminobenzyl alcohol type compound (N-protected as the phthalimide) can be alkylated with a chiral 1-bromo-2-propanol type compound containing an O-protecting group, such as (1S)-2-(2-bromo-1-methylethoxy)tetrahydro-2H-pyran using a base such as sodium hydride and a solvent such as N,N-dimethylformam... The reactants are NC1=C(C(=CC(=C1)C)C)O (2-amino-4,6-dimethylphenol), C(=O)(N1C=NC=C1)N1C=NC=C1 (1,1′-carbonyldiimidazole). Product: CC=1C=C(C2=C(NC(O2)=O)C1)C (5,7-Dimethyl-2-benzoxazolinone). Solvent: C1CCOC1 (THF). Reaction SMILES: [NH2:1][C:2]1[CH:7]=[C:6]([CH3:8])[CH:5]=[C:4]([CH3:9])[C:3]=1[OH:10].[C:11](N1C=CN=C1)(N1C=CN=C1)=[O:12]>C1COCC1>[CH3:8][C:6]1[CH:5]=[C:4]([CH3:9])[C:3]2[O:10][C:11](=[O:12])[NH:1][C:2]=2[CH:7]=1. Reported procedure: A mixture of 2-amino-4,6-dimethylphenol (412 mg, 3.00 mmol) and 1,1′-carbonyldiimidazole (730 mg, 4.50 mmol) in THF (15 mL) was heated at reflux for 3 h. The mixture was allowed to cool, and the solvent removed under reduced pressure. The residue was taken up in EtOAc and washed with 1.0 N aqueous HCl (2×), then brine, then the EtOAc was dried over Na2SO4, filtered, and concentrated in vacuo to give the title compound. MS: m/z=164 (M+1).